This data is from the Open Reaction Database (ORD), a public repository of structured organic reaction records. The task is: describe an organic reaction: reactants, conditions, products, and yield Reactants: CN(C=O)C (N,N-dimethylforamide), [H-].[Na+] (sodium hydride), ClC1=CC=CC=2N=C(NC21)C (4-chloro-2-methylbenzimidazole), resultant mixture, C(C)OC1=CC=C(OC2=CC=C(CCl)C=C2)C=C1 (4-(4-ethoxyphenoxy)benzyl chloride). Run in O (water). Run at time 1 hour. The product is ClC1=CC=CC=2N(C(=NC21)C)CC2=CC=C(C=C2)OC2=CC=C(C=C2)OCC (4-chloro-1-[4-(4-ethoxyphenoxy)benzyl]-2-methylbenzimidazole). The yield is 34.1%. RXN SMILES: CN(C)C=O.[H-].[Na+].[Cl:8][C:9]1[C:17]2[NH:16][C:15]([CH3:18])=[N:14][C:13]=2[CH:12]=[CH:11][CH:10]=1.[CH2:19]([O:21][C:22]1[CH:36]=[CH:35][C:25]([O:26][C:27]2[CH:34]=[CH:33][C:30]([CH2:31]Cl)=[CH:29][CH:28]=2)=[CH:24][CH:23]=1)[CH3:20]>O>[Cl:8][C:9]1[C:17]2[N:16]=[C:15]([CH3:18])[N:14]([CH2:31][C:30]3[CH:33]=[CH:34][C:27]([O:26][C:25]4[CH:35]=[CH:36][C:22]([O:21][CH2:19][CH3:20])=[CH:23][CH:24]=4)=[CH:28][CH:29]=3)[C:13]=2[CH:12]=[CH:11][CH:10]=1 |f:1.2|. Reported procedure: To a mixture of anhydrous N,N-dimethylforamide (10 ml) and sodium hydride (62% oil suspension; 0.071 g), 4-chloro-2-methylbenzimidazole (0.304 g) was added while stirring, and the stirring was continued at room temperature for 1 hour. The resultant mixture was cooled to 5°-10° C., and a solution of 4-(4-ethoxyphenoxy)benzyl chloride (0.400 g) in anhydrous N,N-dimethylformaide (10 ml) was dropwise added thereto in 30 minutes, followed by stirring at room temperature overnight. After completion of... The reactants are ClC1=CC2=C(C(=N1)O[C@H](C)[C@@H]1CC(NC1)=O)N(C=N2)C(F)F ((R)-4-((R)-1-(6-chloro-3-(difluoromethyl)-3H-imidazo[4,5-c]pyridin-4-yloxy)ethyl)pyrrolidin-2-one), [O-]P(=O)([O-])[O-].[K+].[K+].[K+] (K3PO4), FC(CN1N=CC(=C1)B1OC(C(O1)(C)C)(C)C)F (1-(2,2-difluoroethyl)-4-(4,4,5,5-tetramethyl-1,3,2-dioxaborolan-2-yl)-1H-pyrazole), bis[di-tert-butyl(4-dimethylaminophenyl)phosphine]dichloropalladium(II). Run in O (Water), O1CCOCC1 (1,4-dioxane), CCOC(=O)C (EtOAc), O (water), [Cl-].[Na+].O (brine). Conditions: temperature 100 celsius, time 1.25 hour. Product: FC(CN1N=CC(=C1)C1=CC2=C(C(=N1)O[C@H](C)[C@@H]1CC(NC1)=O)N(C=N2)C(F)F)F ((R)-4-((R)-1-(6-(1-(2,2-difluoroethyl)-1H-pyrazol-4-yl)-3-(difluoromethyl)-3H-imidazo[4,5-c]pyridin-4-yloxy)ethyl)pyrrolidin-2-one). As a reaction SMILES: Cl[C:2]1[N:7]=[C:6]([O:8][C@@H:9]([C@H:11]2[CH2:15][NH:14][C:13](=[O:16])[CH2:12]2)[CH3:10])[C:5]2[N:17]([CH:20]([F:22])[F:21])[CH:18]=[N:19][C:4]=2[CH:3]=1.[F:23][CH:24]([F:40])[CH2:25][N:26]1[CH:30]=[C:29](B2OC(C)(C)C(C)(C)O2)[CH:28]=[N:27]1.[O-]P([O-])([O-])=O.[K+].[K+].[K+]>O1CCOCC1.CCOC(C)=O.O.[Cl-].[Na+].O>[F:23][CH:24]([F:40])[CH2:25][N:26]1[CH:30]=[C:29]([C:2]2[N:7]=[C:6]([O:8][C@@H:9]([C@H:11]3[CH2:15][NH:14][C:13](=[O:16])[CH2:12]3)[CH3:10])[C:5]3[N:17]([CH:20]([F:22])[F:21])[CH:18]=[N:19][C:4]=3[CH:3]=2)[CH:28]=[N:27]1 |f:2.3.4.5,9.10.11|. Reported procedure: Intermediate 2.64 (25 mg, 0.076 mmol), 1-(2,2-difluoroethyl)-4-(4,4,5,5-tetramethyl-1,3,2-dioxaborolan-2-yl)-1H-pyrazole (40 mg, 0.16 mmol), bis[di-tert-butyl(4-dimethylaminophenyl)phosphine]dichloropalladium(II) (1.6 mg, 0.0023 mmol) and K3PO4 (52 mg, 0.25 mmol) were taken up in 1,4-dioxane (0.9 mL) under Ar. Water (0.1 mL) was added and the resulting stirred mixture was heated to 100° C. After 1.25 h, the reaction mixture was cooled to r.t. and was diluted with EtOAc (2 mL), water (1 mL), and ... The reactants are ClC1=C(C(=NN1C1=CC=CC=C1)C1=CC=C(C=C1)Cl)CC(=O)N (5-chloro-3-p-chlorophenyl-1-phenyl-pyrazole-4-acetamide), S(O)(O)(=O)=O (sulfuric acid). The product is ClC1=C(C(=NN1C1=CC=CC=C1)C1=CC=C(C=C1)Cl)CC(=O)O (5-Chloro-3-p-chlorophenyl-1-phenyl-pyrazole-4-acetic acid). RXN SMILES: [Cl:1][C:2]1[N:6]([C:7]2[CH:12]=[CH:11][CH:10]=[CH:9][CH:8]=2)[N:5]=[C:4]([C:13]2[CH:18]=[CH:17][C:16]([Cl:19])=[CH:15][CH:14]=2)[C:3]=1[CH2:20][C:21](N)=[O:22].S(=O)(=O)(O)[OH:25]>>[Cl:1][C:2]1[N:6]([C:7]2[CH:12]=[CH:11][CH:10]=[CH:9][CH:8]=2)[N:5]=[C:4]([C:13]2[CH:18]=[CH:17][C:16]([Cl:19])=[CH:15][CH:14]=2)[C:3]=1[CH2:20][C:21]([OH:22])=[O:25]. Procedure details: 2.0 g of 5-chloro-3-p-chlorophenyl-1-phenyl-pyrazole-4-acetamide and 10 g of 63 % sulfuric acid are heated for 1.5 hours at 100° C. and prepared in accordance with example 2. 5-Chloro-3-p-chlorophenyl-1-phenyl-pyrazole-4-acetic acid is obtained: F 179.5°-181°. Reaction conditions: temperature 100 celsius, time 1 hour. Starting materials: FC1=NC=CC(=C1C)I (2-fluoro-4-iodo-3-methylpyridine), Cl (HCl), O1CCOCC1.O (1,4-dioxane water). Yields the product IC1=C(C(NC=C1)=O)C (4-iodo-3-methylpyridin-2(1H)-one). Reported procedure: To a solution of 2-fluoro-4-iodo-3-methylpyridine (1.68 g, 7.09 mmol) in 1,4-dioxane/water (1:1, 5.2 mL) was added concentrated HCl (5.5 mL). The resulting clear solution was heated to 100° C. After 1 h, the reaction mixture was allowed to cool to ambient temperature and was stirred overnight, during which time a precipate formed. The mixture was filtered and dried to a constant weight to afford 4-iodo-3-methylpyridin-2(1H)-one as a yellow solid 1.47 g. As a reaction SMILES: F[C:2]1[C:7]([CH3:8])=[C:6]([I:9])[CH:5]=[CH:4][N:3]=1.Cl.[O:11]1CCOCC1.O>>[I:9][C:6]1[CH:5]=[CH:4][NH:3][C:2](=[O:11])[C:7]=1[CH3:8] |f:2.3|. The reactants are ClC1=NC(=NC(=C1)C(C)C)C1=CC=C(C=C1)Cl (4-chloro-2-(4-chlorophenyl)-6-isopropylpyrimidine), NC1CC(NC(C1)(C)C)(C)C (4-amino-2,2,6,6-tetramethylpiperidine). The solvent is O (water). Conditions: temperature 150 celsius. The product is Cl.Cl.ClC1=CC=C(C=C1)C1=NC(=CC(=N1)NC1CC(NC(C1)(C)C)(C)C)C(C)C (2-(4-Chlorophenyl)-6isopropyl-4-((2,2,6,6-tetramethylpiperidin-4-yl)amino)-pyrimidine dihydrochloride). RXN SMILES: [Cl:1][C:2]1[CH:7]=[C:6]([CH:8]([CH3:10])[CH3:9])[N:5]=[C:4]([C:11]2[CH:16]=[CH:15][C:14]([Cl:17])=[CH:13][CH:12]=2)[N:3]=1.[NH2:18][CH:19]1[CH2:24][C:23]([CH3:26])([CH3:25])[NH:22][C:21]([CH3:28])([CH3:27])[CH2:20]1>O>[ClH:1].[ClH:1].[Cl:17][C:14]1[CH:15]=[CH:16][C:11]([C:4]2[N:3]=[C:2]([NH:18][CH:19]3[CH2:20][C:21]([CH3:28])([CH3:27])[NH:22][C:23]([CH3:26])([CH3:25])[CH2:24]3)[CH:7]=[C:6]([CH:8]([CH3:10])[CH3:9])[N:5]=2)=[CH:12][CH:13]=1 |f:3.4.5|. Procedure details: A mixture of 534 mg of 4-chloro-2-(4-chlorophenyl)-6-isopropylpyrimidine and 1.8 g of 4-amino-2,2,6,6-tetramethylpiperidine was heated at 150° C. for 2 hours with stirring. After cooling, 20 ml of water were added and the mixture was stirred at room temperature. The white precipitate was filtered off with suction, dried in vacuo and taken up in 20 ml of ethyl acetate. By addition of hydrogen chloride, the title compound was precipitated, filtered off with suction and dried in vacuo. Yield: 0.8 g... The reactants are CC(C)(C)OC(=O)C(Br)=CCCC#Cc1ccccc1, Cc1ccc(S(=O)(=O)O)cc1, c1ccccc1. Product: O=C(O)C(Br)=CCCC#Cc1ccccc1. As a reaction SMILES: [Br:1][C:2]([C:3](=[O:4])[O:5][C:6]([CH3:7])([CH3:8])[CH3:9])=[CH:10][CH2:11][CH2:12][C:13]#[C:14][c:15]1[cH:16][cH:17][cH:18][cH:19][cH:20]1.[c:21]1([CH3:22])[cH:23][cH:24][c:25]([S:26]([OH:27])(=[O:28])=[O:29])[cH:30][cH:31]1.[cH:32]1[cH:33][cH:34][cH:35][cH:36][cH:37]1>>[Br:1][C:2]([C:3](=[O:4])[OH:5])=[CH:10][CH2:11][CH2:12][C:13]#[C:14][c:15]1[cH:16][cH:17][cH:18][cH:19][cH:20]1.